Task: describe an organic reaction: reactants, conditions, products, and yield. Dataset: the Open Reaction Database (ORD), a public repository of structured organic reaction records As a reaction SMILES: B(Br)(Br)Br.[F:5][C:6]1[CH:29]=[CH:28][C:9]([C:10]([C:12]2[C:21]([O:22]C)=[CH:20][CH:19]=[C:18]3[C:13]=2[CH:14]=[CH:15][C:16]([S:24]([NH2:27])(=[O:26])=[O:25])=[CH:17]3)=[O:11])=[CH:8][CH:7]=1>C(Cl)Cl.[Cl-].[Na+].O>[F:5][C:6]1[CH:29]=[CH:28][C:9]([C:10]([C:12]2[C:21]([OH:22])=[CH:20][CH:19]=[C:18]3[C:13]=2[CH:14]=[CH:15][C:16]([S:24]([NH2:27])(=[O:25])=[O:26])=[CH:17]3)=[O:11])=[CH:8][CH:7]=1 |f:3.4.5|. Reaction conditions: time 30 minute. Starting materials: B(Br)(Br)Br (Boron tribromide), FC1=CC=C(C(=O)C2=C3C=CC(=CC3=CC=C2OC)S(=O)(=O)N)C=C1 (5-(4-fluorobenzoyl)-6-methoxy-2-naphthalenesulfonamide). The solvent is C(Cl)Cl (methylene chloride), [Cl-].[Na+].O (brine). Yields the product FC1=CC=C(C(=O)C2=C3C=CC(=CC3=CC=C2O)S(=O)(=O)N)C=C1 (5-(4-fluorobenzoyl)-6-hydroxy-2-naphthalenesulfonamide). Yield: 82.7%. Procedure details: Boron tribromide (55.7 ml, 1M solution in methylene chloride) was added to a suspension of 5-(4-fluorobenzoyl)-6-methoxy-2-naphthalenesulfonamide (5 g, 14 mmol), [prepared as described in example 1], in methylene chloride (100 ml) at 0° C. After 30 minutes, the reaction mixture was poured into brine and the product was extracted into methylene chloride. The organic layer was washed with brine, dried over sodium sulfate, and concentrated to dryness in vacuo. The crude product was purified by chro... Starting materials: FC1=C2C=NNC2=CC(=C1)F (4,6-difluoro-1H-indazole), [OH-].[K+] (potassium hydroxide), II (iodine). The solvent is CN(C)C=O (DMF). Run at time 2 hour. Product: FC1=C2C(=NNC2=CC(=C1)F)I (4,6-difluoro-3-iodo-1H-indazole). Isolated yield 103.4%. Reaction SMILES: [F:1][C:2]1[CH:10]=[C:9]([F:11])[CH:8]=[C:7]2[C:3]=1[CH:4]=[N:5][NH:6]2.[OH-].[K+].[I:14]I>CN(C=O)C>[F:1][C:2]1[CH:10]=[C:9]([F:11])[CH:8]=[C:7]2[C:3]=1[C:4]([I:14])=[N:5][NH:6]2 |f:1.2|. Procedure details: To a solution of 4,6-difluoro-1H-indazole (1.16 g, 7.53 mmol) in DMF (60 ml) at room temperature was added potassium hydroxide (1.27 g, 22.6 mmol) and iodine (2.87 g, 11.3 mmol). The maroon reaction mixture was stirred at room temperature for 2 h then quenched with 10% aqueous Na2S2O3 and diluted with water. The mixture was extracted with EtOAc (2×). The combined organics were washed with water, sat LiCl, and sat NaCl, then dried over MgSO4 and concentrated to afford 2.18 g of 4,6-difluoro-3-iod...